From a dataset of the Open Reaction Database (ORD), a public repository of structured organic reaction records. describe an organic reaction: reactants, conditions, products, and yield Reaction SMILES: [C:1]([CH2:2][C:3](=[O:4])[O:5][CH2:6][CH3:7])(=[O:8])[O:9][CH2:10][CH3:11].[CH3:31][N:32]([CH3:33])[CH:34]=[O:35].[H-:12].[I:14][CH2:15][CH2:16][n:17]1[c:18]([C:22]([c:23]2[cH:24][cH:25][cH:26][cH:27][cH:28]2)=[O:29])[cH:19][cH:20][cH:21]1.[Na+:13].[OH2:30]>>[C:1]([CH:2]([C:3](=[O:4])[O:5][CH2:6][CH3:7])[CH2:15][CH2:16][n:17]1[c:18]([C:22]([c:23]2[cH:24][cH:25][cH:26][cH:27][cH:28]2)=[O:29])[cH:19][cH:20][cH:21]1)(=[O:8])[O:9][CH2:10][CH3:11]. Reactants: CCOC(=O)CC(=O)OCC, CN(C)C=O, [H-], O=C(c1ccccc1)c1cccn1CCI, [Na+], O. The product is CCOC(=O)C(CCn1cccc1C(=O)c1ccccc1)C(=O)OCC. The reactants are BrC1=CC=C2CCC3(CC3)C3(N=C(C(N3)=S)C)C2=C1 (7′-Bromo-5″-methyl-3′,4′-dihydrodispiro[cyclopropane-1,2′-naphthalene-1′,2″-imidazole]-4″(3″H)-thione), BrC1=CC=C2CCC3(CC3)C3(N=C(C(N3)=S)C)C2=C1 (7′-Bromo-5″-methyl-3′,4′-dihydrodispiro[cyclopropane-1,2′-naphthalene-1′,2″-imidazole]-4″(3″H)-thione), N (ammonia), N (ammonia). Product: BrC1=CC=C2CCC3(CC3)C3(N=C(C(=N3)N)C)C2=C1 (7′-Bromo-5″-methyl-3′,4′-dihydrodispiro[cyclopropane-1,2′-naphthalene-1′,2″-imidazol]-4″-amine). The yield is 81.6%. RXN SMILES: [Br:1][C:2]1[CH:19]=[C:18]2[C:5]([CH2:6][CH2:7][C:8]3([C:11]42[NH:15][C:14](=S)[C:13]([CH3:17])=[N:12]4)[CH2:10][CH2:9]3)=[CH:4][CH:3]=1.[NH3:20]>>[Br:1][C:2]1[CH:19]=[C:18]2[C:5]([CH2:6][CH2:7][C:8]3([C:11]42[N:15]=[C:14]([NH2:20])[C:13]([CH3:17])=[N:12]4)[CH2:10][CH2:9]3)=[CH:4][CH:3]=1. Procedure: 7′-Bromo-5″-methyl-3′,4′-dihydrodispiro[cyclopropane-1,2′-naphthalene-1′,2″-imidazole]-4″(3″H)-thione (Intermediate 12, 0.688 g, 2.05 mmol) in ammonia (7 M in methanol, 18 mL, 126 mmol) was heated in a microwave reactor for 60 min at 100° C. Five times the mixture was concentrated, re-dissolved in ammonia (7 M in methanol, 18 mL, 126 mmol) and microwaved again for 40 to 60 minutes at 100° C. Purification by flash silica gel chromatography using a stepwise gradient of CHCl3/MeOH (30:1-20:1-10:1) ... Starting materials: C(C)(=O)SCC(C(=O)N(CC(=O)O)C1CCCCC1)C (N-(3-Acetylthio-2-methylpropanoyl)-N-cyclohexylglycine). Solvent: N (ammonia). Conditions: time 2.5 hour. The product is SCC(C(=O)N(CC(=O)O)C1CCCCC1)C (N-(3-mercapto-2-methylpropanoyl)-N-cyclohexylglycine). Isolated yield 0.0%. RXN SMILES: C([S:4][CH2:5][CH:6]([CH3:20])[C:7]([N:9]([CH:14]1[CH2:19][CH2:18][CH2:17][CH2:16][CH2:15]1)[CH2:10][C:11]([OH:13])=[O:12])=[O:8])(=O)C>N>[SH:4][CH2:5][CH:6]([CH3:20])[C:7]([N:9]([CH:14]1[CH2:19][CH2:18][CH2:17][CH2:16][CH2:15]1)[CH2:10][C:11]([OH:13])=[O:12])=[O:8]. Procedure details: To N-(3-Acetylthio-2-methylpropanoyl)-N-cyclohexylglycine (5.1 g, 16.9 mol) was added 100 ml of ammonia-saturated methanol, and the resulting solution stirred for 2.5 hours at room temperature under nitrogen. The solution was concentrated and the residue dissolved in methanol and passed through a column of AG-50W-X2 cation exchange resin. Those fractions showing a positive nitroprusside test were combined and concentrated. This material was then purified by medium pressure liquid chromatography ... Reactants: CCCC[Sn](CCCC)(CCCC)c1cccn1C, Fc1ccc(CCN2CCC(N3CCc4ccc(Br)cc43)CC2)cc1. Product: Cn1cccc1-c1ccc2c(c1)N(C1CCN(CCc3ccc(F)cc3)CC1)CC2. As a reaction SMILES: [CH3:26][n:27]1[c:28]([Sn:32]([CH2:33][CH2:34][CH2:35][CH3:36])([CH2:37][CH2:38][CH2:39][CH3:40])[CH2:41][CH2:42][CH2:43][CH3:44])[cH:29][cH:30][cH:31]1.[F:1][c:2]1[cH:3][cH:4][c:5]([CH2:6][CH2:7][N:8]2[CH2:9][CH2:10][CH:11]([N:14]3[CH2:15][CH2:16][c:17]4[cH:18][cH:19][c:20]([Br:23])[cH:21][c:22]43)[CH2:12][CH2:13]2)[cH:24][cH:25]1>>[F:1][c:2]1[cH:3][cH:4][c:5]([CH2:6][CH2:7][N:8]2[CH2:9][CH2:10][CH:11]([N:14]3[CH2:15][CH2:16][c:17]4[cH:18][cH:19][c:20](-[c:28]5[n:27]([CH3:26])[cH:31][cH:30][cH:29]5)[cH:21][c:22]43)[CH2:12][CH2:13]2)[cH:24][cH:25]1. The reactants are c1ccc2c(c1)Cc1ccccc1-2, COC, [Li]CCCC. Product: [Li]c1cccc2c1Cc1ccccc1-2. As a reaction SMILES: [CH2:1]1[c:2]2[cH:3][cH:4][cH:5][cH:6][c:7]2-[c:8]2[cH:9][cH:10][cH:11][cH:12][c:13]21.[CH3:19][O:20][CH3:21].[Li:14][CH2:15][CH2:16][CH2:17][CH3:18]>>[CH2:1]1[c:2]2[cH:3][cH:4][cH:5][cH:6][c:7]2-[c:8]2[cH:9][cH:10][cH:11][c:12]([Li:14])[c:13]21. Run at temperature 70 celsius, time 1 hour. The solvent is CC#N (CH3CN). Reactants: C(C)OP(=O)(OCC)N1CCNCCCN(CCN(CCC1)P(=O)(OCC)OCC)P(=O)(OCC)OCC (4,8,11-Tris(diethoxyphosphoryl)-1,4,8,11-tetraazacyclotetradecane), C(=O)([O-])[O-].[K+].[K+] (K2CO3), BrCC1=CC=C(C=C1)CBr (α,α'-dibromo-p-xylene). Product: C(C)OP(=O)(OCC)N1CCNCCCNCCNCCC1 (diethoxyphosphoryl-1,4,8,11-tetraazacyclotetra-decane). Reaction SMILES: [CH2:1]([O:3][P:4]([N:9]1[CH2:22][CH2:21][CH2:20][N:19](P(OCC)(OCC)=O)[CH2:18][CH2:17][N:16](P(OCC)(OCC)=O)[CH2:15][CH2:14][CH2:13][NH:12][CH2:11][CH2:10]1)([O:6][CH2:7][CH3:8])=[O:5])[CH3:2].C([O-])([O-])=O.[K+].[K+].BrCC1C=CC(CBr)=CC=1>CC#N>[CH2:7]([O:6][P:4]([N:9]1[CH2:22][CH2:21][CH2:20][NH:19][CH2:18][CH2:17][NH:16][CH2:15][CH2:14][CH2:13][NH:12][CH2:11][CH2:10]1)([O:3][CH2:1][CH3:2])=[O:5])[CH3:8] |f:1.2.3|. Isolated yield 139.7%. Procedure details: To a stirred solution of 4,8,11-Tris(diethoxyphosphoryl)-1,4,8,11-tetraazacyclotetradecane (see Bridger et. al. J Med. Chem. 1995, 38, 366-378) (6.1 g, 0.01 mol) and K2CO3 (1.89 g, 0.013 mol) in CH3CN (150 ml) was added α,α'-dibromo-p-xylene (13.2 g, 0.05 mol) and the reaction mixture stirred at 70° C. for 1 hour. The solution was cooled to room temperature and the solvent removed under reduced pressure. The residue was partitioned between brine (50 ml) and CH2Cl2 (100 ml). The organic phase was...